From a dataset of the Open Reaction Database (ORD), a public repository of structured organic reaction records. describe an organic reaction: reactants, conditions, products, and yield The reactants are C=O, O=CO, Cl, O=[N+]([O-])c1ccc(N2CCC3NCCC32)cc1, C1COCCO1. The product is CN1CCC2C1CCN2c1ccc([N+](=O)[O-])cc1. As a reaction SMILES: [CH2:18]=[O:19].[CH:20]([OH:21])=[O:22].[ClH:23].[N+:1](=[O:2])([O-:3])[c:4]1[cH:5][cH:6][c:7]([N:10]2[CH:11]3[CH:12]([CH2:13][CH2:14]2)[NH:15][CH2:16][CH2:17]3)[cH:8][cH:9]1.[O:24]1[CH2:25][CH2:26][O:27][CH2:28][CH2:29]1>>[N+:1](=[O:2])([O-:3])[c:4]1[cH:5][cH:6][c:7]([N:10]2[CH:11]3[CH:12]([CH2:13][CH2:14]2)[N:15]([CH3:20])[CH2:16][CH2:17]3)[cH:8][cH:9]1. Product: NC(=O)C1CCCc2cc(Sc3ccccc3)cc(F)c21. Reactants: CO, NC(=O)C1=CCCc2cc(Sc3ccccc3)cc(F)c21. As a reaction SMILES: [CH3:22][OH:23].[F:1][c:2]1[cH:3][c:4]([S:15][c:16]2[cH:17][cH:18][cH:19][cH:20][cH:21]2)[cH:5][c:6]2[c:11]1[C:10]([C:12](=[O:13])[NH2:14])=[CH:9][CH2:8][CH2:7]2>>[F:1][c:2]1[cH:3][c:4]([S:15][c:16]2[cH:17][cH:18][cH:19][cH:20][cH:21]2)[cH:5][c:6]2[c:11]1[CH:10]([C:12](=[O:13])[NH2:14])[CH2:9][CH2:8][CH2:7]2. The reactants are Cc1n[nH]c(=O)c(-c2c(F)cc(F)cc2F)c1-c1cccc(Cl)c1, O=P(Cl)(Cl)Cl. Product: Cc1nnc(Cl)c(-c2c(F)cc(F)cc2F)c1-c1cccc(Cl)c1. As a reaction SMILES: [Cl:1][c:2]1[cH:3][c:4](-[c:8]2[c:9](-[c:16]3[c:17]([F:24])[cH:18][c:19]([F:23])[cH:20][c:21]3[F:22])[c:10](=[O:15])[nH:11][n:12][c:13]2[CH3:14])[cH:5][cH:6][cH:7]1.[P:25]([Cl:26])([Cl:27])([Cl:28])=[O:29]>>[Cl:1][c:2]1[cH:3][c:4](-[c:8]2[c:9](-[c:16]3[c:17]([F:24])[cH:18][c:19]([F:23])[cH:20][c:21]3[F:22])[c:10]([Cl:27])[n:11][n:12][c:13]2[CH3:14])[cH:5][cH:6][cH:7]1. Starting materials: C(C)(=O)OCC=1C(=NC=CC1B1OC(C(O1)(C)C)(C)C)N1C(C2=C(C=C(C=C2C=N1)C(C)(C)C)F)=O ((2-(6-tert-butyl-8-fluoro-1-oxophthalazin-2(1H)-yl)-4-(4,4,5,5-tetramethyl-1,3,2-dioxaborolan-2-yl)pyridin-3-yl)methyl acetate), BrC=1C=C(C(N(C1)C)=O)NC1=NN2C(CN(C(C2)=O)C)=C1 (2-(5-Bromo-1-methyl-2-oxo-1,2-dihydropyridin-3-ylamino)-5-methyl-4,5-dihydropyrazolo[1,5-a]pyrazin-6(7H)-one), [O-]P(=O)([O-])[O-].[K+].[K+].[K+] (K3PO4), C(C)(=O)[O-].[Na+] (sodium acetate). The reagents and catalysts are C1=CC=C(C=C1)P([C-]2C=CC=C2)C3=CC=CC=C3.C1=CC=C(C=C1)P([C-]2C=CC=C2)C3=CC=CC=C3.Cl[Pd]Cl.[Fe+2] (Pd(dppf)Cl2). Run in C(C)#N.O (acetonitrile water). Conditions: temperature 100 celsius. The product is C(C)(=O)OCC=1C(=NC=CC1C1=CN(C(C(=C1)NC1=NN2C(CN(C(C2)=O)C)=C1)=O)C)N1C(C2=C(C=C(C=C2C=N1)C(C)(C)C)F)=O ((2-(6-tert-Butyl-8-fluoro-1-oxophthalazin-2(1H)-yl)-4-(1-methyl-5-(5-methyl-6-oxo-4,5,6,7-tetrahydropyrazolo[1,5-a]pyrazin-2-ylamino)-6-oxo-1,6-dihydropyridin-3-yl)pyridin-3-yl)methyl Acetate). The yield is 44.9%. RXN SMILES: [C:1]([O:4][CH2:5][C:6]1[C:7]([N:21]2[N:30]=[CH:29][C:28]3[C:23](=[C:24]([F:35])[CH:25]=[C:26]([C:31]([CH3:34])([CH3:33])[CH3:32])[CH:27]=3)[C:22]2=[O:36])=[N:8][CH:9]=[CH:10][C:11]=1B1OC(C)(C)C(C)(C)O1)(=[O:3])[CH3:2].Br[C:38]1[CH:39]=[C:40]([NH:46][C:47]2[CH:57]=[C:50]3[CH2:51][N:52]([CH3:56])[C:53](=[O:55])[CH2:54][N:49]3[N:48]=2)[C:41](=[O:45])[N:42]([CH3:44])[CH:43]=1.[O-]P([O-])([O-])=O.[K+].[K+].[K+].C([O-])(=O)C.[Na+]>C1C=CC(P(C2C=CC=CC=2)[C-]2C=CC=C2)=CC=1.C1C=CC(P(C2C=CC=CC=2)[C-]2C=CC=C2)=CC=1.Cl[Pd]Cl.[Fe+2].C(#N)C.O>[C:1]([O:4][CH2:5][C:6]1[C:7]([N:21]2[N:30]=[CH:29][C:28]3[C:23](=[C:24]([F:35])[CH:25]=[C:26]([C:31]([CH3:33])([CH3:34])[CH3:32])[CH:27]=3)[C:22]2=[O:36])=[N:8][CH:9]=[CH:10][C:11]=1[C:38]1[CH:39]=[C:40]([NH:46][C:47]2[CH:57]=[C:50]3[CH2:51][N:52]([CH3:56])[C:53](=[O:55])[CH2:54][N:49]3[N:48]=2)[C:41](=[O:45])[N:42]([CH3:44])[CH:43]=1)(=[O:3])[CH3:2] |f:2.3.4.5,6.7,8.9.10.11,12.13|. Procedure details: A 25-mL round-bottomed flask equipped with a reflux condenser was charged with 3-(acetoxymethyl)-2-(6-tert-butyl-8-fluoro-1-oxophthalazin-2(1H)-yl)pyri-din-4-ylboronic acid 116c (165 mg, 0.40 mmol), 146e (141 mg, 0.40 mmol), K3PO4 (170 mg, 0.80 mmol), sodium acetate (66 mg, 0.80 mmol), Pd(dppf)Cl2 (15 mg, 0.020 mmol), and acetonitrile/water (8/0.2 mL). The mixture was subjected to three cycles of vacuum/nitrogen flush and heated at 100° C. under N2 protection for 1 h. Analysis of the reaction mi...